Dataset: the Open Reaction Database (ORD), a public repository of structured organic reaction records. Task: describe an organic reaction: reactants, conditions, products, and yield Reactants: CC[O-], O=Cc1c2ccccc2c(Cl)c2ccccc12, [Na+]. Yields the product CCOc1c2ccccc2c(C=O)c2ccccc12. RXN SMILES: [CH3:1][CH2:2][O-:3].[Cl:5][c:6]1[c:7]2[cH:8][cH:9][cH:10][cH:11][c:12]2[c:13]([CH:20]=[O:21])[c:14]2[cH:15][cH:16][cH:17][cH:18][c:19]12.[Na+:4]>>[CH3:1][CH2:2][O:3][c:6]1[c:7]2[cH:8][cH:9][cH:10][cH:11][c:12]2[c:13]([CH:20]=[O:21])[c:14]2[cH:15][cH:16][cH:17][cH:18][c:19]12. The reactants are O=C(Nc1ccc(OC(F)(F)F)c(Br)c1)C(F)(F)F, CI, [H-], [Na+], CN(C)C=O, O. Yields the product CNc1ccc(OC(F)(F)F)c(Br)c1. As a reaction SMILES: [Br:3][c:4]1[cH:5][c:6]([NH:15][C:16](=[O:17])[C:18]([F:19])([F:20])[F:21])[cH:7][cH:8][c:9]1[O:10][C:11]([F:12])([F:13])[F:14].[CH3:22][I:23].[H-:1].[Na+:2].[O:25]=[CH:26][N:27]([CH3:28])[CH3:29].[OH2:24]>>[Br:3][c:4]1[cH:5][c:6]([NH:15][CH3:16])[cH:7][cH:8][c:9]1[O:10][C:11]([F:12])([F:13])[F:14]. Starting materials: FC(C=1C=C2C(OC(C2=CC1)=O)=O)(F)F (5-(trifluoromethyl)isobenzofuran-1,3-dione), CC(C)(C)N (2-methylpropan-2-amine). The solvent is C(C)(=O)O (acetic acid). Run at temperature 100 celsius. Product: C(C)(C)(C)N1C(C2=CC=C(C=C2C1=O)C(F)(F)F)=O (2-tert-butyl-5-(trifluoromethyl)isoindoline-1,3-dione). As a reaction SMILES: [F:1][C:2]([F:15])([F:14])[C:3]1[CH:4]=[C:5]2[C:9](=[CH:10][CH:11]=1)[C:8](=[O:12])O[C:6]2=[O:13].[CH3:16][C:17]([NH2:20])([CH3:19])[CH3:18]>C(O)(=O)C>[C:17]([N:20]1[C:6](=[O:13])[C:5]2[C:9](=[CH:10][CH:11]=[C:3]([C:2]([F:1])([F:15])[F:14])[CH:4]=2)[C:8]1=[O:12])([CH3:19])([CH3:18])[CH3:16]. Procedure: A suspension of 5-(trifluoromethyl)isobenzofuran-1,3-dione and 2-methylpropan-2-amine in acetic acid was heated at 100° C. overnight, concentrated, diluted with EtOAc, washed with saturated aqueous NaHCO3 and brine, dried (Na2SO4), filtered, and concentrated to give crude 2-tert-butyl-5-(trifluoromethyl)isoindoline-1,3-dione, which was used without purification. The reactants are [Cl-].[In+3].[Cl-].[Cl-] (indium(III) chloride), FC(C(=O)O)(F)F (trifluoroacetic acid), ClC1=CC(=C(C=C1)C(C1C(C1)C#N)O)F (2-[(4-Chloro-2-fluorophenyl)(hydroxy)methyl]cyclopropanecarbonitrile), CS(=O)(=O)CC=1C=CC=C2C=CNC12 (7-[(Methylsulfonyl)methyl]-1H-indole). Solvent: ClCCl (dichloromethane). Yields the product ClC1=CC(=C(C=C1)C(C1C(C1)C#N)C1=CNC2=C(C=CC=C12)CS(=O)(=O)C)F (2-[(4-Chloro-2-fluorophenyl){7-[(methylsulfonyl)methyl]-1H-indol-3-yl}methyl]cyclopropane-carbonitrile). As a reaction SMILES: [Cl-].[In+3].[Cl-].[Cl-].FC(F)(F)C(O)=O.[Cl:12][C:13]1[CH:18]=[CH:17][C:16]([CH:19](O)[CH:20]2[CH2:22][CH:21]2[C:23]#[N:24])=[C:15]([F:26])[CH:14]=1.[CH3:27][S:28]([CH2:31][C:32]1[CH:33]=[CH:34][CH:35]=[C:36]2[C:40]=1[NH:39][CH:38]=[CH:37]2)(=[O:30])=[O:29]>ClCCl>[Cl:12][C:13]1[CH:18]=[CH:17][C:16]([CH:19]([C:37]2[C:36]3[C:40](=[C:32]([CH2:31][S:28]([CH3:27])(=[O:30])=[O:29])[CH:33]=[CH:34][CH:35]=3)[NH:39][CH:38]=2)[CH:20]2[CH2:22][CH:21]2[C:23]#[N:24])=[C:15]([F:26])[CH:14]=1 |f:0.1.2.3|. Procedure: 1.76 g (7.98 mmol) of indium(III) chloride and 0.92 ml (12.0 mmol) of trifluoroacetic acid were added to 1.50 g (6.65 mmol) of the compound from Example 165A and 1.67 g (7.98 mmol) of the compound from Example 86A under argon in 69 ml of dichloromethane, and the mixture was heated under reflux for three days. It was concentrated and the residue was taken up in ethyl acetate, washed with saturated aqueous sodium bicarbonate solution and saturated aqueous sodium chloride solution, dried over sodiu... The reactants are FC(C=1C=C(C=O)C=CC1)(F)F (3-(trifluoromethyl)benzaldehyde), C1(CCCCC1)C(C(=O)N[C@@H]1CC[C@H]2CNC[C@H]21)C2CCCCC2 (2,2-dicyclohexyl-N-[(3aS,4R,6aR)-octahydrocyclopenta[c]pyrrol-4-yl]acetamide), C1(CCCCC1)C(C(=O)N[C@H]1CC[C@H]2CNC[C@H]21)C2CCCCC2 (2,2-dicyclohexyl-N-[(3aS,4S,6aR)-octahydrocyclopenta[c]pyrrol-4-yl]acetamide). Yields the product C1(CCCCC1)C(C(=O)N[C@@H]1CC[C@H]2CN(C[C@H]21)CCC(C2=CC=CC=C2)C2=CC=CC=C2)C2CCCCC2 (2,2-dicyclohexyl-N-[(3aS,4R,6aR)-2-(3,3-diphenylpropyl)octahydrocyclopenta[c]pyrrol-4-yl]acetamide). As a reaction SMILES: F[C:2](F)(F)C1C=C(C=CC=1)C=O.[CH:13]1([CH:19]([CH:31]2[CH2:36][CH2:35][CH2:34][CH2:33][CH2:32]2)[C:20]([NH:22][C@H:23]2[C@H:30]3[C@H:26]([CH2:27][NH:28][CH2:29]3)[CH2:25][CH2:24]2)=[O:21])[CH2:18][CH2:17][CH2:16][CH2:15][CH2:14]1.[CH:37]1([CH:43]([CH:55]2[CH2:60][CH2:59][CH2:58][CH2:57][CH2:56]2)[C:44](N[C@@H]2[C@H]3[C@H](CNC3)CC2)=O)[CH2:42][CH2:41][CH2:40][CH2:39][CH2:38]1>>[CH:31]1([CH:19]([CH:13]2[CH2:14][CH2:15][CH2:16][CH2:17][CH2:18]2)[C:20]([NH:22][C@H:23]2[C@H:30]3[C@H:26]([CH2:27][N:28]([CH2:2][CH2:44][CH:43]([C:37]4[CH:38]=[CH:39][CH:40]=[CH:41][CH:42]=4)[C:55]4[CH:56]=[CH:57][CH:58]=[CH:59][CH:60]=4)[CH2:29]3)[CH2:25][CH2:24]2)=[O:21])[CH2:36][CH2:35][CH2:34][CH2:33][CH2:32]1. Reported procedure: The title compound was prepared by substituting 3,3-diphenylpropanal for 3-(trifluoromethyl)benzaldehyde and 2,2-dicyclohexyl-N-[(3aS,4R,6aR)-octahydrocyclopenta[c]pyrrol-4-yl]acetamide from Example 74 for 2,2-dicyclohexyl-N-[(3aS,4S,6aR)-octahydrocyclopenta[c]pyrrol-4-yl]acetamide in the procedure described for Example 54: 1H NMR (500 MHz, pyridine-d5) δ ppm 8.10 (d, J=7.7, 1H), 7.45 (d, J=7.3, 2H), 7.42 (d, J=7.1, 3H), 7.38-7.30 (m, 5H), 4.56-4.48 (m, 1H), 4.27 (t, J=7.5, 1H), 2.92-2.86 (m, 1H... The reactants are oil, C(C)(=O)OC1=CC(=C(C=2C3=CC=CC=C3C(=CC12)OC)C)C(=O)OC (1-acetoxy-9-methoxy-3-methoxycarbonyl-4-methylphenanthrene), Cl (hydrochloric acid). Run in CO (methanol). Product: OC1=CC(=C(C=2C3=CC=CC=C3C(=CC12)OC)C)C(=O)OC (1-hydroxy-9-methoxy-3-methoxycarbonyl-4-methylphenanthrene). The yield is 21.4%. Reaction SMILES: C([O:4][C:5]1[C:18]2[CH:17]=[C:16]([O:19][CH3:20])[C:15]3[C:10](=[CH:11][CH:12]=[CH:13][CH:14]=3)[C:9]=2[C:8]([CH3:21])=[C:7]([C:22]([O:24][CH3:25])=[O:23])[CH:6]=1)(=O)C.Cl>CO>[OH:4][C:5]1[C:18]2[CH:17]=[C:16]([O:19][CH3:20])[C:15]3[C:10](=[CH:11][CH:12]=[CH:13][CH:14]=3)[C:9]=2[C:8]([CH3:21])=[C:7]([C:22]([O:24][CH3:25])=[O:23])[CH:6]=1. Reported procedure: The oil from Step 3 containing 1-acetoxy-9-methoxy-3-methoxycarbonyl-4-methylphenanthrene (77.0 grams, 0.236 mole) was added to a reaction flask containing one mL of concentrated hydrochloric acid in 300 mL of methanol. The reaction mixture was refluxed for 3 hours. The methanol was removed under vacuum and the crude product was purified on a silica gel column using a 1:4 ratio of ethyl acetate:hexane as the eluant. The product was crystallized from methanol and collected by vacuum filtration to... Starting materials: COc1cc[nH]c1C=C1C(=O)Nc2cccc(Br)c21, C=Cc1ccc(OC)c(OC)c1, CC(=O)[O-], CC(=O)[O-], CN(C)C=O, [Pd+2], Cc1ccccc1P(c1ccccc1C)c1ccccc1C. Yields the product COc1ccc(C=Cc2cccc3c2C(=Cc2[nH]ccc2OC)C(=O)N3)cc1OC. Reaction SMILES: [Br:1][c:2]1[c:3]2[c:7]([cH:8][cH:9][cH:10]1)[NH:6][C:5](=[O:11])[C:4]2=[CH:12][c:13]1[nH:14][cH:15][cH:16][c:17]1[O:18][CH3:19].[CH3:20][O:21][c:22]1[c:23]([O:30][CH3:31])[cH:24][c:25]([CH:28]=[CH2:29])[cH:26][cH:27]1.[O-:60][C:61]([CH3:62])=[O:63].[O-:64][C:65]([CH3:66])=[O:67].[O:54]=[CH:55][N:56]([CH3:57])[CH3:58].[Pd+2:59].[c:32]1([CH3:33])[cH:34][cH:35][cH:36][cH:37][c:38]1[P:39]([c:40]1[cH:41][cH:42][cH:43][cH:44][c:45]1[CH3:46])[c:47]1[cH:48][cH:49][cH:50][cH:51][c:52]1[CH3:53]>>[c:2]1([CH:29]=[CH:28][c:25]2[cH:24][c:23]([O:30][CH3:31])[c:22]([O:21][CH3:20])[cH:27][cH:26]2)[c:3]2[c:7]([cH:8][cH:9][cH:10]1)[NH:6][C:5](=[O:11])[C:4]2=[CH:12][c:13]1[nH:14][cH:15][cH:16][c:17]1[O:18][CH3:19]. Reactants: [H-].[Na+] (sodium hydride), [Cl-].[NH4+] (ammonium chloride), C(C)(C)(C)OC(=O)NC1(CC1)[C@@H]1CC(N(C1)[C@@H](C)C1=CC=CC=C1)=O (4-(R)-[1-(tert-butoxycarbonylamino)cyclopropyl]-1-[1-(S)-phenylethyl]pyrrolidin-2-one), C(C)I (ethyl iodide). Run in CN(C=O)C (dimethylformamide), C(C)(=O)OCC (ethyl acetate). Reaction conditions: time 10 minute. Yields the product C(C)(C)(C)OC(=O)N(CC)C1(CC1)[C@@H]1CC(N(C1)[C@@H](C)C1=CC=CC=C1)=O (4-(R)-[1-[N-(tert-butoxycarbonyl)-N-(ethyl)amino]cyclopropyl]-1-[1-(S)-phenylethyl]pyrrolidin-2-one). As a reaction SMILES: [C:1]([O:5][C:6]([NH:8][C:9]1([C@H:12]2[CH2:16][N:15]([C@H:17]([C:19]3[CH:24]=[CH:23][CH:22]=[CH:21][CH:20]=3)[CH3:18])[C:14](=[O:25])[CH2:13]2)[CH2:11][CH2:10]1)=[O:7])([CH3:4])([CH3:3])[CH3:2].[H-].[Na+].[CH2:28](I)[CH3:29].[Cl-].[NH4+]>CN(C)C=O.C(OCC)(=O)C>[C:1]([O:5][C:6]([N:8]([C:9]1([C@H:12]2[CH2:16][N:15]([C@H:17]([C:19]3[CH:20]=[CH:21][CH:22]=[CH:23][CH:24]=3)[CH3:18])[C:14](=[O:25])[CH2:13]2)[CH2:11][CH2:10]1)[CH2:28][CH3:29])=[O:7])([CH3:2])([CH3:3])[CH3:4] |f:1.2,4.5|. Procedure details: 4-(R)-[1-(tert-butoxycarbonylamino)cyclopropyl]-1-[1-(S)-phenylethyl]pyrrolidin-2-one (4.16 g, 12.1 mmol) was dissolved in dimethylformamide (50 ml). Under a nitrogen atmosphere and at room temperature, 60% oily sodium hydride (580 mg, 14.5 mmol) was added thereto and stirred for 10 minutes, and then ethyl iodide (4.87 ml, 60.5 mmol) was added dropwise. After completion of dripping, the reaction suspension was stirred at room temperature for 15 hours. After adding a saturated aqueous ammonium ch...